From a dataset of the Open Reaction Database (ORD), a public repository of structured organic reaction records. describe an organic reaction: reactants, conditions, products, and yield Procedure details: 23.2 g (0.2 mole) of 1,6-diaminohexane and 60.8 g (0.4 mole) of 1-cyclohexene-1,2-dicarboxylic anhydride are dissolved in 350 ml of toluene, and the water formed is separated off under reflux in the course of 20 hours. 300 ml of toluene are then distilled off, and the precipitated product is filtered off, washed with toluene/cyclohexane and recrystallised from 600 ml of methanol. The resulting white crystalline proudct is dried at 60° C. in vacuo in the course of 24 hours, affording 50 g (64.1% ... RXN SMILES: [NH2:1][CH2:2][CH2:3][CH2:4][CH2:5][CH2:6][CH2:7][NH2:8].[C:9]12[C:18](=[O:19])O[C:15](=[O:16])[C:10]=1[CH2:11][CH2:12][CH2:13][CH2:14]2.[OH2:20]>C1(C)C=CC=CC=1>[C:15]1(=[O:16])[N:1]([CH2:2][CH2:3][CH2:4][CH2:5][CH2:6][CH2:7][N:8]2[C:18](=[O:19])[C:9]3[CH2:14][CH2:13][CH2:12][CH2:11][C:10]=3[C:15]2=[O:16])[C:18](=[O:20])[C:9]2[CH2:14][CH2:13][CH2:12][CH2:11][C:10]1=2. The yield is 64.1%. The product is C1(C2=C(C(N1CCCCCCN1C(C3=C(C1=O)CCCC3)=O)=O)CCCC2)=O (N,N'-hexamethylenebis-3,4,5,6-tetrahydrophthalimide). Reactants: NCCCCCCN (1,6-diaminohexane), C12=C(CCCC1)C(=O)OC2=O (1-cyclohexene-1,2-dicarboxylic anhydride), O (water). Solvent: C1(=CC=CC=C1)C (toluene). Starting materials: NC1=CC=C(C(=O)OC)C=C1 (methyl 4-aminobenzoate), C(CCC1=CC=CC=C1)(=O)Cl (hydrocinnamoyl chloride). Solvent: N1=CC=CC=C1 (pyridine). Conditions: time 5 minute. The product is C1(=CC=CC=C1)CCC(=O)NC1=CC=C(C(=O)OC)C=C1 (methyl 4-[(3-phenylpropanoyl)amino]benzoate). RXN SMILES: [NH2:1][C:2]1[CH:11]=[CH:10][C:5]([C:6]([O:8][CH3:9])=[O:7])=[CH:4][CH:3]=1.[C:12](Cl)(=[O:21])[CH2:13][CH2:14][C:15]1[CH:20]=[CH:19][CH:18]=[CH:17][CH:16]=1>N1C=CC=CC=1>[C:15]1([CH2:14][CH2:13][C:12]([NH:1][C:2]2[CH:3]=[CH:4][C:5]([C:6]([O:8][CH3:9])=[O:7])=[CH:10][CH:11]=2)=[O:21])[CH:20]=[CH:19][CH:18]=[CH:17][CH:16]=1. Reported procedure: To a solution of methyl 4-aminobenzoate (825 mg, 5.46 mmol) in anhydrous pyridine (16 mL) was added dropwise hydrocinnamoyl chloride (990 μL) at 0° C. After 5 min, the temperature was allowed to warm up to rt. After 90 min aminomethyl resin (Polymers Laboratories PL-AMS, 1.93 mmol/g, 1200 mg) was added and the resulting mixture was stirred overnight at rt. After rinsing the resin and filtration, water (200 mL) was added to the filtrate and a white solid precipated out. Filtration and washing wit... Reaction conditions: time 4 hour. Reactants: CCN(C(C)C)C(C)C (DIEA), ClC1=C(C=CC=C1Cl)C1CCN(CC1)CCCOC1=CC=C2C=NNC2=C1 (6-(3-(4-(2,3-dichlorophenyl)piperidin-1-yl)propoxy)-1H-indazole), [Na+].[I-] (NaI), COC1=C(C=CC=C1)N1CCNCC1 (1-(2-methoxyphenyl)piperazine). Reported procedure: A mixture of intermediate 44 (42.2 mg, 0.17 mmol) and NaI (49.5 mg, 0.33 mmol) in CH3CN (3 mL) was heated to reflux for 30 min and then cooled to rt. To this mixture was added intermediate 65 (35.0 mg, 0.18 mmol), followed then by DIEA (0.063 mL, 0.36 mmol). The resulting mixture was heated to reflux and stirred for 4 h. Precipitated crystals were filtered off and the filtrate was evaporated under reduced pressure. The residue was extracted with EtOAc. The combined EtOAc layers were washed with ... Yields the product COC1=C(C=CC=C1)N1CCN(CC1)CCCOC1=CC=C2C=NNC2=C1 (6-(3-(4-(2-methoxyphenyl)piperazin-1-yl)propoxy)-1H-indazole). Isolated yield 58.8%. The solvent is CC#N (CH3CN). Reaction SMILES: ClC1C(Cl)=CC=CC=1C1[CH2:14][CH2:13][N:12]([CH2:15][CH2:16][CH2:17][O:18][C:19]2[CH:27]=[C:26]3[C:22]([CH:23]=[N:24][NH:25]3)=[CH:21][CH:20]=2)[CH2:11][CH2:10]1.[Na+].[I-].[CH3:30][O:31][C:32]1[CH:37]=[CH:36][CH:35]=[CH:34][C:33]=1[N:38]1CCNCC1.CCN(C(C)C)C(C)C>CC#N>[CH3:30][O:31][C:32]1[CH:37]=[CH:36][CH:35]=[CH:34][C:33]=1[N:38]1[CH2:10][CH2:11][N:12]([CH2:15][CH2:16][CH2:17][O:18][C:19]2[CH:27]=[C:26]3[C:22]([CH:23]=[N:24][NH:25]3)=[CH:21][CH:20]=2)[CH2:13][CH2:14]1 |f:1.2|.